This data is from the Open Reaction Database (ORD), a public repository of structured organic reaction records. The task is: describe an organic reaction: reactants, conditions, products, and yield Run in ClC(C)Cl (dichloroethane). Reaction SMILES: [Br:1][C:2]1[C:3](=[O:9])[NH:4][C:5](=[O:8])[NH:6][CH:7]=1.[CH3:10]/C(/O[Si](C)(C)C)=N\[Si](C)(C)C.[F:22][C:23]1[CH:30]=[CH:29][CH:28]=[C:27]([F:31])[C:24]=1[CH2:25]Br>ClC(Cl)C>[Br:1][C:2]1[C:3](=[O:9])[NH:4][C:5](=[O:8])[N:6]([CH2:25][C:24]2[C:23]([F:22])=[CH:30][CH:29]=[CH:28][C:27]=2[F:31])[C:7]=1[CH3:10]. Product: BrC=1C(NC(N(C1C)CC1=C(C=CC=C1F)F)=O)=O (5-bromo-1-(2, 6-difluorobenzyl)-6-methyl-uracil). The reactants are C/C(=N\[Si](C)(C)C)/O[Si](C)(C)C (N,O-bis(trimethylsilyl)acetamide), BrC=1C(NC(NC1)=O)=O (5-bromouracil), FC1=C(CBr)C(=CC=C1)F (2,6-difluorobenzyl bromide). Procedure: A suspension of 5-bromouracil (18.45 g, 96.6 mmol) in 300 mL of dichloroethane was treated with N,O-bis(trimethylsilyl)acetamide (48 mL, 39.5 g, 194 mmol). The reaction mixture was heated at 80° C. for 3 hr under the nitrogen. The solution was cooled down to ambient temperature, 2,6-difluorobenzyl bromide (25 g, 120 mmol) was added and the reaction mixture was heated at 80° C. overnight under the protection of nitrogen. The reaction was cooled down, quenched with MeOH (15 mL), and partitioned be... The yield is 47.5%. Reaction conditions: temperature 80 celsius. The reactants are CC1(OC(=O)CC(=O)O1)C (Meldrum's acid), N1CCOCC1 (morpholine), CC(=O)C (Acetone), C(C)(=O)O (Acetic acid). Run in CC(C)(C)OC (MTBE). Run at time 5 minute. Yields the product CC1(OC(C(C(O1)=O)=C(C)C)=O)C (2,2-Dimethyl-5-(propan-2-ylidene)-1,3-dioxane-4,6-dione). The yield is 70.4%. RXN SMILES: [CH3:1][C:2]1([CH3:10])[O:9][C:7](=[O:8])[CH2:6][C:4](=[O:5])[O:3]1.[CH3:11][C:12]([CH3:14])=O.C(O)(=O)C.N1CCOCC1>CC(OC)(C)C>[CH3:1][C:2]1([CH3:10])[O:9][C:7](=[O:8])[C:6](=[C:12]([CH3:14])[CH3:11])[C:4](=[O:5])[O:3]1. Procedure: Meldrum's acid (100.0 g) was charged to a dry, nitrogen flushed reactor. Acetone (632.1 mL) was then charged to the reactor and the mixture was agitated for about 5 minutes at 20° C.-25° C. until a solution was obtained. Acetic acid (0.791 mL) was then charged to the reactor, followed by 1.215 mL of morpholine, and the solution was agitated at 20° C.-25° C. for about 48 hours. An aliquot (˜0.2 mL) was withdrawn for analysis of the conversion, which may be monitored by either GC or 1H-NMR. If the...